describe an organic reaction: reactants, conditions, products, and yield From a dataset of the Open Reaction Database (ORD), a public repository of structured organic reaction records. Starting materials: CC(C)(C)OC(N[C@H]1C(N(CCCC1)C(=O)NC)=O)=O ([(3R)-hexahydro-1-[(methylamino)carbonyl]-2-oxo-1H-azepin-3-yl]-carbamic acid-1,1-dimethylethyl ester), ClC1=CC=C2C(=CC(=NC2=C1)N)N1CCNCC1 (7-chloro-4-(1-piperazinyl)-2-quinolinamine), C(=O)(C(F)(F)F)O (TFA), C(=O)([O-])[O-].[K+].[K+] (K2CO3). Product: NC1=NC2=CC(=CC=C2C(=C1)N1CCN(CC1)C(=O)N[C@H]1C(N(CCCC1)C(=O)NC)=O)Cl ((3R)-3-[[[4-(2-Amino-7-chloro-4-quinolinyl)-1-piperazinyl]carbonyl]amino]hexahydro-N-methyl-2-oxo-1H-azepine-1-carboxamide). Reaction SMILES: CC(O[C:6](=[O:20])[NH:7][C@@H:8]1[CH2:14][CH2:13][CH2:12][CH2:11][N:10]([C:15]([NH:17][CH3:18])=[O:16])[C:9]1=[O:19])(C)C.C(O)(C(F)(F)F)=O.C([O-])([O-])=O.[K+].[K+].[Cl:34][C:35]1[CH:44]=[C:43]2[C:38]([C:39]([N:46]3[CH2:51][CH2:50][NH:49][CH2:48][CH2:47]3)=[CH:40][C:41]([NH2:45])=[N:42]2)=[CH:37][CH:36]=1>>[NH2:45][C:41]1[CH:40]=[C:39]([N:46]2[CH2:47][CH2:48][N:49]([C:6]([NH:7][C@@H:8]3[CH2:14][CH2:13][CH2:12][CH2:11][N:10]([C:15]([NH:17][CH3:18])=[O:16])[C:9]3=[O:19])=[O:20])[CH2:50][CH2:51]2)[C:38]2[C:43](=[CH:44][C:35]([Cl:34])=[CH:36][CH:37]=2)[N:42]=1 |f:2.3.4|. Reported procedure: As described for example 213, [(3R)-hexahydro-1-[(methylamino)carbonyl]-2-oxo-1H-azepin-3-yl]-carbamic acid-1,1-dimethylethyl ester, TFA, K2CO3 (sat.) 7-chloro-4-(1-piperazinyl)-2-quinolinamine are reacted to afford the product. 1H NMR (DMSO-d6): δ 1.2 (m, 1H), 1.6 (m, 1H), 1.71 (m, 2H), 1.84 (m, 2H), 2.73 (s, 3H), 2.98 (m, 4H), 3.31 (m, 2H), 3.58 (m, 4H), 4.57 (m, 1H), 4.64 (t, 1H), 6.22 (s, 1H), 6.45 (br. s, 1H), 6.78 (d, 1H), 7.11 (d, 1H), 7.37 (s, 1H), 7.76 (d, 1H), 8.84 (m, 1H). Starting materials: CC(=O)[O-], CC(=O)[O-], C=CC(=O)OCC, CCCCN(CCCC)CCCC, Cc1ccc(C)cc1, [Pd+2], Cc1ccc(Cl)cc1. The product is CCOC(=O)C=Cc1ccc(C)cc1. Reaction SMILES: [C:37]([O-:38])(=[O:39])[CH3:40].[C:42]([O-:43])(=[O:44])[CH3:45].[C:9]([CH:10]=[CH2:11])(=[O:12])[O:13][CH2:14][CH3:15].[CH2:16]([N:17]([CH2:18][CH2:19][CH2:20][CH3:21])[CH2:22][CH2:23][CH2:24][CH3:25])[CH2:26][CH2:27][CH3:28].[CH3:29][c:30]1[cH:31][cH:32][c:33]([CH3:34])[cH:35][cH:36]1.[Pd+2:41].[c:1]1([CH3:8])[cH:2][cH:3][c:4]([Cl:7])[cH:5][cH:6]1>>[c:1]1([CH3:8])[cH:2][cH:3][c:4]([CH:11]=[CH:10][C:9](=[O:12])[O:13][CH2:14][CH3:15])[cH:5][cH:6]1. Starting materials: ClCCl, COCCCN1C(=O)COc2ccc(CO)cc21. Yields the product COCCCN1C(=O)COc2ccc(C=O)cc21. As a reaction SMILES: [Cl:19][CH2:20][Cl:21].[OH:1][CH2:2][c:3]1[cH:4][cH:5][c:6]2[c:7]([cH:18]1)[N:8]([CH2:13][CH2:14][CH2:15][O:16][CH3:17])[C:9](=[O:12])[CH2:10][O:11]2>>[O:1]=[CH:2][c:3]1[cH:4][cH:5][c:6]2[c:7]([cH:18]1)[N:8]([CH2:13][CH2:14][CH2:15][O:16][CH3:17])[C:9](=[O:12])[CH2:10][O:11]2.